From a dataset of the Open Reaction Database (ORD), a public repository of structured organic reaction records. describe an organic reaction: reactants, conditions, products, and yield Reactants: S1C(=CC=C1)CCCCC(=O)O (5-(2-thienyl)pentanoic acid), ClC1=CC2=C(OC3=C(CN2C(=O)NN)C=CC=C3)C=C1 (8-chlorodibenz[b,f][1,41oxazepine-10(11H)-carboxylic acid, hydrazide). Product: O=C(CCCCC=1SC=CC1)NNC(=O)N1C2=C(OC3=C(C1)C=CC=C3)C=CC(=C2)Cl (8-chlorodibenz[b,f][1,4]oxazepine-10(11H)-carboxylic acid, 2-[1-oxo-5-(2-thienyl)pentyl]hydrazide). As a reaction SMILES: [S:1]1[CH:5]=[CH:4][CH:3]=[C:2]1[CH2:6][CH2:7][CH2:8][CH2:9][C:10]([OH:12])=O.[Cl:13][C:14]1[CH:32]=[CH:31][C:17]2[O:18][C:19]3[CH:30]=[CH:29][CH:28]=[CH:27][C:20]=3[CH2:21][N:22]([C:23]([NH:25][NH2:26])=[O:24])[C:16]=2[CH:15]=1>>[O:12]=[C:10]([NH:26][NH:25][C:23]([N:22]1[CH2:21][C:20]2[CH:27]=[CH:28][CH:29]=[CH:30][C:19]=2[O:18][C:17]2[CH:31]=[CH:32][C:14]([Cl:13])=[CH:15][C:16]1=2)=[O:24])[CH2:9][CH2:8][CH2:7][CH2:6][C:2]1[S:1][CH:5]=[CH:4][CH:3]=1. Procedure: 8-chlorodibenz[b,f][1,4]oxazepine-10(11H)-carboxylic acid, 2-[1-oxo-5-(2-thienyl)pentyl]hydrazide (59) was prepared in the manner described in Example 7 on a 7.6 mmol scale from 5-(2-thienyl)pentanoic acid (58), prepared as described above in Example 58, and 8-chlorodibenz[b,f][1,4]oxazepine-10(11H)-carboxylic acid, hydrazide (1), prepared as described above in Example 1. Analysis calculated for C23H22N3O3SCl (M.W. 455.95): C, 60.58; H, 4.86; N, 9.22; Cl, 7.78; S, 7.03. Found: C, 60.72; H, 4.94;... Product: [C@H]1(CCCC2=CC=CC=C12)NC(=O)[C@H]1N(CC(=C1)OS(=O)(=O)C(F)(F)F)C(=O)OC(C)(C)C ((S)-tert-Butyl 2-(((R)-1,2,3,4-tetrahydronaphthalen-1-yl)carbamoyl)-4-(((trifluoromethyl)sulfonyl)oxy)-2,5-dihydro-1H-pyrrole-1-carboxylate). Procedure: Following a procedure analogous to that for the synthesis of Compound B of Example 22, (S)-tert-butyl 4-oxo-2-(((R)-1,2,3,4-tetrahydronaphthalen-1-yl)carbamoyl)pyrrolidine-1-carboxylate (3.38 g, 9.43 mmol) was converted to the title compound (2.82 g, 61%). MS (ESI+) m/z 491.2 (M+H)+. The yield is 61.0%. The reactants are [C@H]1(CCCC2=CC=CC=C12)NC(=O)[C@H]1N(CC(=C1)OS(=O)(=O)C(F)(F)F)C(=O)OCC1=CC=CC=C1 ((S)-benzyl 2-(((R)-1,2,3,4-tetrahydronaphthalen-1-yl)carbamoyl)-4-(((trifluoromethyl)sulfonyl)oxy)-2,5-dihydro-1H-pyrrole-1-carboxylate), O=C1C[C@H](N(C1)C(=O)OC(C)(C)C)C(N[C@@H]1CCCC2=CC=CC=C12)=O ((S)-tert-butyl 4-oxo-2-(((R)-1,2,3,4-tetrahydronaphthalen-1-yl)carbamoyl)pyrrolidine-1-carboxylate). RXN SMILES: [C@H:1]1([NH:11][C:12]([C@@H:14]2[CH:18]=[C:17]([O:19][S:20]([C:23]([F:26])([F:25])[F:24])(=[O:22])=[O:21])[CH2:16][N:15]2[C:27]([O:29]CC2C=CC=CC=2)=[O:28])=[O:13])[C:10]2[C:5](=[CH:6][CH:7]=[CH:8][CH:9]=2)[CH2:4][CH2:3][CH2:2]1.O=C1CN(C(O[C:46]([CH3:49])([CH3:48])[CH3:47])=O)[C@H](C(=O)N[C@H]2C3C(=CC=CC=3)CCC2)C1>>[C@H:1]1([NH:11][C:12]([C@@H:14]2[CH:18]=[C:17]([O:19][S:20]([C:23]([F:26])([F:24])[F:25])(=[O:22])=[O:21])[CH2:16][N:15]2[C:27]([O:29][C:46]([CH3:49])([CH3:48])[CH3:47])=[O:28])=[O:13])[C:10]2[C:5](=[CH:6][CH:7]=[CH:8][CH:9]=2)[CH2:4][CH2:3][CH2:2]1. Reactants: COC1=C(C(=O)N2CC(CC2)(CCOS(=O)(=O)C)C2=CC=CC=C2)C=C(C(=C1)OC)OC (1-(2,4,5-trimethoxybenzoyl)-3-phenyl-3-(2-methanesulfonyloxyethyl) pyrrolidine), C(C)OCCN1C(=NC2=C1C=CC=C2)NC2CCNCC2 ((1-(2-ethoxyethyl)-1H-benzimidazol-2-yl)(piperidin-4-yl)amine). Yields the product COC1=C(C(=O)N2CC(CC2)(C2=CC=CC=C2)CCN2CCC(CC2)NC2=NC3=C(N2CCOCC)C=CC=C3)C=C(C(=C1)OC)OC (1-(2,4,5-trimethoxybenzoyl)-3-(2-(4-(1-(2-ethoxyethyl)-1H-benzimidazol-2-yl-amino)piperidin-1-yl)ethyl)-3-phenylpyrrolidine). As a reaction SMILES: [CH3:1][O:2][C:3]1[CH:28]=[C:27]([O:29][CH3:30])[C:26]([O:31][CH3:32])=[CH:25][C:4]=1[C:5]([N:7]1[CH2:11][CH2:10][C:9]([C:19]2[CH:24]=[CH:23][CH:22]=[CH:21][CH:20]=2)([CH2:12][CH2:13]OS(C)(=O)=O)[CH2:8]1)=[O:6].[CH2:33]([O:35][CH2:36][CH2:37][N:38]1[C:42]2[CH:43]=[CH:44][CH:45]=[CH:46][C:41]=2[N:40]=[C:39]1[NH:47][CH:48]1[CH2:53][CH2:52][NH:51][CH2:50][CH2:49]1)[CH3:34]>>[CH3:1][O:2][C:3]1[CH:28]=[C:27]([O:29][CH3:30])[C:26]([O:31][CH3:32])=[CH:25][C:4]=1[C:5]([N:7]1[CH2:11][CH2:10][C:9]([CH2:12][CH2:13][N:51]2[CH2:50][CH2:49][CH:48]([NH:47][C:39]3[N:38]([CH2:37][CH2:36][O:35][CH2:33][CH3:34])[C:42]4[CH:43]=[CH:44][CH:45]=[CH:46][C:41]=4[N:40]=3)[CH2:53][CH2:52]2)([C:19]2[CH:24]=[CH:23][CH:22]=[CH:21][CH:20]=2)[CH2:8]1)=[O:6]. Procedure details: Prepare by the method of Example 1.6 using 1-(2,4,5-trimethoxybenzoyl)-3-phenyl-3-(2-methanesulfonyloxyethyl) pyrrolidine and (1-(2-ethoxyethyl)-1H-benzimidazol-2-yl)(piperidin-4-yl)amine to give the title compound. The reactants are ClC1=CC=C(C=C1)CS ((4-chlorophenyl)methanethiol), ClC1=NC(N2C(N(CCC2)C)=C1)=O (8-chloro-1-methyl-3,4-dihydro-1H-pyrimido[1,6-a]pyrimidin-6(2H)-one). The product is ClC1=CC=C(CSC2=NC(N3C(N(CCC3)C)=C2)=O)C=C1 (8-(4-Chloro-benzylsulfanyl)-1-methyl-1,2,3,4-tetrahydro-pyrimido[1,6-a]pyrimidin-6-one). As a reaction SMILES: [Cl:1][C:2]1[CH:7]=[CH:6][C:5]([CH2:8][SH:9])=[CH:4][CH:3]=1.Cl[C:11]1[CH:21]=[C:15]2[N:16]([CH3:20])[CH2:17][CH2:18][CH2:19][N:14]2[C:13](=[O:22])[N:12]=1>>[Cl:1][C:2]1[CH:7]=[CH:6][C:5]([CH2:8][S:9][C:11]2[CH:21]=[C:15]3[N:16]([CH3:20])[CH2:17][CH2:18][CH2:19][N:14]3[C:13](=[O:22])[N:12]=2)=[CH:4][CH:3]=1. Procedure details: The title compound or its salt was prepared by a procedure similar to that described for E62 starting from (4-chlorophenyl)methanethiol and 8-chloro-1-methyl-3,4-dihydro-1H-pyrimido[1,6-a]pyrimidin-6(2H)-one. Starting materials: O.O.O.[F-].C(CCC)[N+](CCCC)(CCCC)CCCC (tetrabutylammonium fluoride trihydrate), C[Si](C#CC1(COC1)C)(C)C (trimethyl((3-methyloxetan-3-yl)ethynyl)silane), BrC=1C=C2C(=NC1)OC1=CC=C(C=C1[C@]21N=C(OCC1)N)C=1C(=NC=CC1)F ((S)-3-bromo-7-(2-fluoropyridin-3-yl)-5′,6′-dihydrospiro[chromeno[2,3-b]pyridine-5,4′-[1,3]oxazin]-2′-amine). Reagents/catalysts: C=1C=CC(=CC1)[P](C=2C=CC=CC2)(C=3C=CC=CC3)[Pd]([P](C=4C=CC=CC4)(C=5C=CC=CC5)C=6C=CC=CC6)([P](C=7C=CC=CC7)(C=8C=CC=CC8)C=9C=CC=CC9)[P](C=1C=CC=CC1)(C=1C=CC=CC1)C=1C=CC=CC1 (Pd(PPh3)4), [Cu]I (copper(I) iodide). Solvent: CO.CCOC(=O)C (MeOH EtOAc), C1CCOC1 (THF). Reaction conditions: temperature 80 celsius. Product: FC1=NC=CC=C1.CC1(COC1)C#CC=1C=C2C(=NC1)OC1=CC=CC=C1C21N=C(OCC1)N (2-fluoropyridin 3-((3-methyloxetan-3-yl)ethynyl)-5′,6′-dihydrospiro[chromeno[2,3-b]pyridine-5,4′-[1,3]oxazin]-2′-amine). Isolated yield 72.0%. RXN SMILES: O.O.O.[F-].C([N+](CCCC)(CCCC)CCCC)CCC.C[Si](C)(C)[C:24]#[C:25][C:26]1([CH3:30])[CH2:29][O:28][CH2:27]1.Br[C:34]1[CH:35]=[C:36]2[C@:47]3([CH2:52][CH2:51][O:50][C:49]([NH2:53])=[N:48]3)[C:46]3[C:41](=[CH:42][CH:43]=[C:44]([C:54]4[C:55]([F:60])=[N:56][CH:57]=[CH:58][CH:59]=4)[CH:45]=3)[O:40][C:37]2=[N:38][CH:39]=1>C1COCC1.CO.CCOC(C)=O.[Cu]I.C1C=CC([P]([Pd]([P](C2C=CC=CC=2)(C2C=CC=CC=2)C2C=CC=CC=2)([P](C2C=CC=CC=2)(C2C=CC=CC=2)C2C=CC=CC=2)[P](C2C=CC=CC=2)(C2C=CC=CC=2)C2C=CC=CC=2)(C2C=CC=CC=2)C2C=CC=CC=2)=CC=1>[F:60][C:55]1[CH:54]=[CH:59][CH:58]=[CH:57][N:56]=1.[CH3:30][C:26]1([C:25]#[C:24][C:34]2[CH:35]=[C:36]3[C:47]4([CH2:52][CH2:51][O:50][C:49]([NH2:53])=[N:48]4)[C:46]4[C:41](=[CH:42][CH:43]=[CH:44][CH:45]=4)[O:40][C:37]3=[N:38][CH:39]=2)[CH2:29][O:28][CH2:27]1 |f:0.1.2.3.4,8.9,12.13,^1:79,81,100,119|. Procedure: In a microwave vial, tetrabutylammonium fluoride trihydrate (0.059 g, 0.187 mmol), trimethyl((3-methyloxetan-3-yl)ethynyl)silane (0.031 g, 0.187 mmol), copper(I) iodide (2.374 mg, 0.012 mmol), Pd(PPh3)4 (0.014 g, 0.012 mmol), and (S)-3-bromo-7-(2-fluoropyridin-3-yl)-5′,6′-dihydrospiro[chromeno[2,3-b]pyridine-5,4′-[1,3]oxazin]-2′-amine (0.055 g, 0.125 mmol) were suspended in THF (1.25 mL). Argon gas was blown through the vessel, which was sealed and heated in an 80° C. oil bath for 1.5 h. The mix... The reactants are C(C)(C)(C)OC(=O)N1CC(C=2C=NC(=CC21)Cl)(C)C (6-chloro-3,3-dimethyl-2,3-dihydro-pyrrolo[3,2-c]pyridine-1-carboxylic acid tert-butyl ester), NC1=CC=CC=C1 (aniline), 2-(dicyclohexylphosphino)-3,6-dimethoxy-2′-4′-6′-tri-1-propyl-1,1′-biphenyl, CC(C)(C)[O-].[Na+] (NaOtBu). The reagents and catalysts are C=1C=CC(=CC1)/C=C/C(=O)/C=C/C2=CC=CC=C2.C=1C=CC(=CC1)/C=C/C(=O)/C=C/C2=CC=CC=C2.C=1C=CC(=CC1)/C=C/C(=O)/C=C/C2=CC=CC=C2.[Pd].[Pd] (Pd2(dba)3). Solvent: C1(=CC=CC=C1)C (toluene). Reaction conditions: temperature 110 celsius, time 8 hour. Product: C(C)(C)(C)OC(=O)N1CC(C=2C=NC(=CC21)NC2=CC=CC=C2)(C)C (3,3-Dimethyl-6-phenylamino-2,3-dihydro-pyrrolo[3,2-c]pyridine-1-carboxylic acid tert-butyl ester). Isolated yield 50.5%. As a reaction SMILES: [C:1]([O:5][C:6]([N:8]1[C:16]2[CH:15]=[C:14](Cl)[N:13]=[CH:12][C:11]=2[C:10]([CH3:19])([CH3:18])[CH2:9]1)=[O:7])([CH3:4])([CH3:3])[CH3:2].[NH2:20][C:21]1[CH:26]=[CH:25][CH:24]=[CH:23][CH:22]=1.CC([O-])(C)C.[Na+]>C1(C)C=CC=CC=1.C1C=CC(/C=C/C(/C=C/C2C=CC=CC=2)=O)=CC=1.C1C=CC(/C=C/C(/C=C/C2C=CC=CC=2)=O)=CC=1.C1C=CC(/C=C/C(/C=C/C2C=CC=CC=2)=O)=CC=1.[Pd].[Pd]>[C:1]([O:5][C:6]([N:8]1[C:16]2[CH:15]=[C:14]([NH:20][C:21]3[CH:26]=[CH:25][CH:24]=[CH:23][CH:22]=3)[N:13]=[CH:12][C:11]=2[C:10]([CH3:19])([CH3:18])[CH2:9]1)=[O:7])([CH3:4])([CH3:3])[CH3:2] |f:2.3,5.6.7.8.9|. Reported procedure: A vessel containing 6-chloro-3,3-dimethyl-2,3-dihydro-pyrrolo[3,2-c]pyridine-1-carboxylic acid tert-butyl ester (100 mg, 0.35 mmol), aniline (64 μL, 0.71 mmol), 2-(dicyclohexylphosphino)-3,6-dimethoxy-2′-4′-6′-tri-1-propyl-1,1′-biphenyl (19 mg, 0.035 mmol), Pd2(dba)3 (16 mg, 0.018 mmol) and NaOtBu (51 mg, 0.53 mmol) in toluene (2 mL) was evacuated and flushed with nitrogen. The mixture was stirred at 110° C. overnight, then was allowed to cool and then partitioned between EtOAc and water. The or... Starting materials: IC1=CC=CC=C1 (2-iodo-benzene), P(=O)([O-])([O-])[O-].[K+].[K+].[K+] (potassium phosphate), CNCCNC (N,N′-dimethylethylenediamine), C(C1=CC=CC=C1)OC=1C=C2C(=C(NC2=CC1)C)C(=O)OCC (5-benzyloxy-2-methyl-1H-indole-3-carboxylic acid, ethyl ester), C(C1=CC=CC=C1)OC=1C=C2C(=C(NC2=CC1)C)C(=O)OCC (5-benzyloxy-2-methyl-1H-indole-3-carboxylic acid, ethyl ester). The reagents and catalysts are [Cu]I (copper (I) iodide). The solvent is C1(=CC=CC=C1)C (toluene). Reaction conditions: temperature 140 celsius. Yields the product C(C1=CC=CC=C1)OC=1C=C2C(=C(N(C2=CC1)C1=CC=CC=C1)C)C(=O)OCC (5-benzyloxy-2-methyl-1-phenyl-1H-indole-3-carboxylic acid, ethyl ester). Yield: 74.9%. Reaction SMILES: [CH2:1]([O:8][C:9]1[CH:10]=[C:11]2[C:15](=[CH:16][CH:17]=1)[NH:14][C:13]([CH3:18])=[C:12]2[C:19]([O:21][CH2:22][CH3:23])=[O:20])[C:2]1[CH:7]=[CH:6][CH:5]=[CH:4][CH:3]=1.I[C:25]1[CH:30]=[CH:29][CH:28]=[CH:27][CH:26]=1.P([O-])([O-])([O-])=O.[K+].[K+].[K+].CNCCNC>C1(C)C=CC=CC=1.[Cu]I>[CH2:1]([O:8][C:9]1[CH:10]=[C:11]2[C:15](=[CH:16][CH:17]=1)[N:14]([C:25]1[CH:30]=[CH:29][CH:28]=[CH:27][CH:26]=1)[C:13]([CH3:18])=[C:12]2[C:19]([O:21][CH2:22][CH3:23])=[O:20])[C:2]1[CH:3]=[CH:4][CH:5]=[CH:6][CH:7]=1 |f:2.3.4.5|. Procedure details: To a mixture of 5-benzyloxy-2-methyl-1H-indole-3-carboxylic acid, ethyl ester (Compound 53, 0.14 g, 0.45 mmol) in toluene (6 ml) having been degassed under argon for 15 min. was added 2-iodo-benzene (0.10 ml, 0.48 g, 0.88 mmol), potassium phosphate (0.20 g, 0.94 mmol), copper (I) iodide (24 mg, 0.13 mmol), and then N,N′-dimethylethylenediamine (12 mg, 0.14 mmol) with continued degassing. The tube was then sealed and mixture was heated at 140° C. for 24 h. The reaction was then cooled and filtere... Starting materials: S1C2CCCC1C(=O)OC2=O (Tetrahydrothiopyran-2,6-dicarboxylic anhydride), NCCCCN1CCN(CC1)C1=NC(=CN=C1)Cl (1-(4-aminobutyl)-4-(6-chloro-2-pyrazinyl)piperazine). The solvent is C(Cl)Cl (methylene chloride). Yields the product ClC1=CN=CC(=N1)N1CCN(CC1)CCCCN1C(C2CCCC(C1=O)S2)=O (3-[4-[4-(6-Chloro-2-pyrazinyl)-1-piperazinyl]butyl]-9-thia-3-azabicyclo[3.3.1]nonane-2,4-dione), hydrate. As a reaction SMILES: [S:1]1[CH:6]2[C:7]([O:9][C:10](=[O:11])[CH:2]1[CH2:3][CH2:4][CH2:5]2)=O.[NH2:12][CH2:13][CH2:14][CH2:15][CH2:16][N:17]1[CH2:22][CH2:21][N:20]([C:23]2[CH:28]=[N:27][CH:26]=[C:25]([Cl:29])[N:24]=2)[CH2:19][CH2:18]1>C(Cl)Cl>[Cl:29][C:25]1[N:24]=[C:23]([N:20]2[CH2:19][CH2:18][N:17]([CH2:16][CH2:15][CH2:14][CH2:13][N:12]3[C:7](=[O:9])[CH:6]4[S:1][CH:2]([CH2:3][CH2:4][CH2:5]4)[C:10]3=[O:11])[CH2:22][CH2:21]2)[CH:28]=[N:27][CH:26]=1. Procedure details: Tetrahydrothiopyran-2,6-dicarboxylic anhydride (3.7 g., 21 mmole) and 1-(4-aminobutyl)-4-(6-chloro-2-pyrazinyl)piperazine (5.63 g., 21 mmole) were combined in 200 ml. of methylene chloride and stirred for 30 minutes at room temperature. The solvent was removed in vacuum and 200 ml. of toluene added. The mixture was refluxed for 48 hours with water removal via a Dean-Stark trap. Upon cooling, the reaction was concentrated to an oil and this was dissolved in 2% ethanol/chloroform and filtered thro... The reactants are 122, C(C#CC)OS(=O)(=O)C1=CC=C(C=C1)C (p-toluenesulphonic acid-2-butinyl ester), 66, C=1(O)C(O)=CC=CC1 (pyrocatechol), C([O-])([O-])=O.[K+].[K+] (potassium carbonate), [I-].[K+] (potassium iodide). Solvent: CC(=O)C (acetone), CC(=O)C (acetone). Yields the product C(#CCC)OC1=C(C=CC=C1)O (2-butinyloxyphenol). Reaction SMILES: [CH2:1](OS(C1C=CC(C)=CC=1)(=O)=O)[C:2]#[C:3][CH3:4].[C:16]1([C:18](=[CH:20][CH:21]=[CH:22][CH:23]=1)[OH:19])[OH:17].C(=O)([O-])[O-].[K+].[K+].[I-].[K+]>CC(C)=O>[C:1]([O:17][C:16]1[CH:23]=[CH:22][CH:21]=[CH:20][C:18]=1[OH:19])#[C:2][CH2:3][CH3:4] |f:2.3.4,5.6|. Reported procedure: A solution of 122 parts of p-toluenesulphonic acid-2-butinyl ester in 150 parts by volume of acetone is dropped into a boiling mixture of 66 parts of pyrocatechol, 75 parts of potassium carbonate, 91 parts of potassium iodide and 360 parts by volume of acetone. The suspension is refluxed for 24 hours, then cooled, filtered and evaporated. The residue is taken up in ether, repeatedly washed with water and while being cooled with ice extracted with 200 parts by volume of sodium hydroxide solution ... Reactants: NC1[C@@H]2N(C(=C(CS2)CSC2=NN=NN2CC(=O)O)C(=O)O)C1=O (7-amino-3-(1-carboxymethyl-1H-tetrazol-5-yl)thiomethyl-3-cephem-4-carboxylic acid), C([O-])(O)=O.[Na+] (sodium bicarbonate), resultant solution, C([O-])(O)=O.[Na+] (sodium bicarbonate), CON=C(C(=O)O)C=1SCCSC1 (2-methoxyimino-2-(2,3-dihydro-1,4-dithiin-5-yl)acetic acid). The solvent is O (water), CC(=O)C (acetone), C(C)(=O)OCC (ethyl acetate), C(C)(=O)OCC (Ethyl acetate). Conditions: time 10 minute. The product is CON=C(C(=O)NC1[C@@H]2N(C(=C(CS2)CSC2=NN=NN2CC(=O)O)C(=O)O)C1=O)C=1SCCSC1 (7-[2-methoxyimino-2-(2,3-dihydro-1,4-dithiin-5-yl)acetamido]-3-(1-carboxymethyl-1H-tetrazol-5-yl)thiomethyl-3-cephem-4-carboxylic acid). Yield: 78.0%. Reaction SMILES: [CH3:1][O:2][N:3]=[C:4]([C:8]1[S:9][CH2:10][CH2:11][S:12][CH:13]=1)[C:5]([OH:7])=O.[NH2:14][CH:15]1[C:36](=[O:37])[N:17]2[C:18]([C:33]([OH:35])=[O:34])=[C:19]([CH2:22][S:23][C:24]3[N:28]([CH2:29][C:30]([OH:32])=[O:31])[N:27]=[N:26][N:25]=3)[CH2:20][S:21][C@H:16]12.C(=O)(O)[O-].[Na+]>O.C(OCC)(=O)C.CC(C)=O>[CH3:1][O:2][N:3]=[C:4]([C:8]1[S:9][CH2:10][CH2:11][S:12][CH:13]=1)[C:5]([NH:14][CH:15]1[C:36](=[O:37])[N:17]2[C:18]([C:33]([OH:35])=[O:34])=[C:19]([CH2:22][S:23][C:24]3[N:28]([CH2:29][C:30]([OH:32])=[O:31])[N:27]=[N:26][N:25]=3)[CH2:20][S:21][C@H:16]12)=[O:7] |f:2.3|. Procedure details: Ethyl acetate (15 ml.) and 2-methoxyimino-2-(2,3-dihydro-1,4-dithiin-5-yl)acetic acid (syn isomer) (2.0 g.) were added to the solution at -10° C. to give a solution. On the other hand, a suspension of 7-amino-3-(1-carboxymethyl-1H-tetrazol-5-yl)thiomethyl-3-cephem-4-carboxylic acid (2.83 g.) in water (40 ml.) was changed to a solution by adding sodium bicarbonate (1.45 g.), and then acetone (40 ml.) was added thereto. After the solution was adjusted to pH7.3, the ethyl acetate solution obtained ...